From a dataset of the Open Reaction Database (ORD), a public repository of structured organic reaction records. describe an organic reaction: reactants, conditions, products, and yield The reactants are C(C)OC(CCCCC)=O.C(CCCCCCCCC)[N+](C)(C)CCCCCCCCCC (didecyldimethylammonium ethylhexanoate). The solvent is C(C)O.O (ethanol water). Yields the product C(C)C(C(=O)[O-])CCCC.C(CCCCCCCCC)[N+](C)(C)CCCCCCCCCC (Didecyldimethylammonium 2-ethylhexanoate). Reaction SMILES: C([O:3][C:4](=[O:10])[CH2:5][CH2:6][CH2:7][CH2:8][CH3:9])C.[CH2:11]([N+:21]([CH2:24][CH2:25][CH2:26][CH2:27][CH2:28][CH2:29][CH2:30][CH2:31][CH2:32][CH3:33])([CH3:23])[CH3:22])[CH2:12][CH2:13][CH2:14][CH2:15][CH2:16][CH2:17][CH2:18][CH2:19][CH3:20]>C(O)C.O>[CH2:11]([CH:5]([CH2:6][CH2:7][CH2:8][CH3:9])[C:4]([O-:3])=[O:10])[CH3:12].[CH2:24]([N+:21]([CH2:11][CH2:12][CH2:13][CH2:14][CH2:15][CH2:16][CH2:17][CH2:18][CH2:19][CH3:20])([CH3:23])[CH3:22])[CH2:25][CH2:26][CH2:27][CH2:28][CH2:29][CH2:30][CH2:31][CH2:32][CH3:33] |f:0.1,2.3,4.5|. Procedure: End grain pine wafers were weighed and then soaked with didecyldimethylammonium ethylhexanoate in ethanol/water until a weight gain of 35% was observed.